This data is from the Open Reaction Database (ORD), a public repository of structured organic reaction records. The task is: describe an organic reaction: reactants, conditions, products, and yield The reactants are O=C1OCCC1Br, C1CCOC1, [H-], [Na+], c1ccc2[nH]ccc2c1. Yields the product O=C1OCCC1n1ccc2ccccc21. RXN SMILES: [Br:12][CH:13]1[C:14](=[O:15])[O:16][CH2:17][CH2:18]1.[CH2:19]1[O:20][CH2:21][CH2:22][CH2:23]1.[H-:10].[Na+:11].[nH:1]1[cH:2][cH:3][c:4]2[cH:5][cH:6][cH:7][cH:8][c:9]12>>[n:1]1([CH:13]2[C:14](=[O:15])[O:16][CH2:17][CH2:18]2)[cH:2][cH:3][c:4]2[cH:5][cH:6][cH:7][cH:8][c:9]12. Starting materials: C1(CC1)CC(=O)NNC1=NC=CC(=C1C(F)(F)F)NC[C@@H]1[C@H](C1)C1=CC=C(C=C1)F (2-cyclopropyl-N′-(4-((((1S,2S)-2-(4-fluorophenyl)cyclopropyl)methyl)amino)-3-(trifluoromethyl)pyridin-2-yl)acetohydrazide), CC[N+](CC)(CC)S(=O)(=O)N=C([O-])OC (Burgess reagent). Run in C1CCOC1 (THF), CCOC(=O)C (EtOAc). Reaction conditions: time 6 hour. The product is C1(CC1)CC1=NN=C2N1C=CC(=C2C(F)(F)F)NC[C@@H]2[C@H](C2)C2=CC=C(C=C2)F (3-(cyclopropylmethyl)-N-(((1S,2S)-2-(4-fluorophenyl)cyclopropyl)methyl)-8-(trifluoromethyl)-[1,2,4]triazolo[4,3-a]pyridin-7-amine). Yield: 78.4%. RXN SMILES: [CH:1]1([CH2:4][C:5]([NH:7][NH:8][C:9]2[C:14]([C:15]([F:18])([F:17])[F:16])=[C:13]([NH:19][CH2:20][C@H:21]3[CH2:23][C@@H:22]3[C:24]3[CH:29]=[CH:28][C:27]([F:30])=[CH:26][CH:25]=3)[CH:12]=[CH:11][N:10]=2)=O)[CH2:3][CH2:2]1.CC[N+](S(N=C(OC)[O-])(=O)=O)(CC)CC>C1COCC1.CCOC(C)=O>[CH:1]1([CH2:4][C:5]2[N:10]3[CH:11]=[CH:12][C:13]([NH:19][CH2:20][C@H:21]4[CH2:23][C@@H:22]4[C:24]4[CH:29]=[CH:28][C:27]([F:30])=[CH:26][CH:25]=4)=[C:14]([C:15]([F:18])([F:17])[F:16])[C:9]3=[N:8][N:7]=2)[CH2:3][CH2:2]1. Procedure: To a mixture of 2-cyclopropyl-N′-(4-((((1S,2S)-2-(4-fluorophenyl)cyclopropyl)methyl)amino)-3-(trifluoromethyl)pyridin-2-yl)acetohydrazide (0.06 g, 0.142 mmol) in THF (4 mL) was added Burgess reagent (0.068 g, 0.284 mmol) and the resulting mixture was refluxed stirring for 6 hours. The reaction mixture diluted with EtOAc and extracted with aqueous sodium bicarbonate. The aqueous layer was extracted with EtOAc (3×10 mL). The combined organic layers were washed with aqueous sodium bicarbonate (2×10... Starting materials: FC=1C=C(C=CC1F)[N+](=O)[O-] (3,4-difluoronitrobenzene), CN1CCNCC1 (N-methylpiperazine), C([O-])([O-])=O.[K+].[K+] (potassium carbonate), ice water. Run in CS(=O)C (dimethyl sulfoxide). Run at temperature 100 celsius. The product is FC1=C(C=CC(=C1)[N+](=O)[O-])N1CCN(CC1)C (1-(2-Fluoro-4-nitrophenyl)-4-methylpiperazine). Isolated yield 68.2%. Reaction SMILES: [F:1][C:2]1[CH:3]=[C:4]([N+:9]([O-:11])=[O:10])[CH:5]=[CH:6][C:7]=1F.[CH3:12][N:13]1[CH2:18][CH2:17][NH:16][CH2:15][CH2:14]1.C(=O)([O-])[O-].[K+].[K+]>CS(C)=O>[F:1][C:2]1[CH:3]=[C:4]([N+:9]([O-:11])=[O:10])[CH:5]=[CH:6][C:7]=1[N:16]1[CH2:17][CH2:18][N:13]([CH3:12])[CH2:14][CH2:15]1 |f:2.3.4|. Reported procedure: To a solution of 3.9 mL (35 mmol) of 3,4-difluoronitrobenzene in 60 mL of dimethyl sulfoxide were added 9.7 mL (87.5 mmol) of N-methylpiperazine and 12.1 g (87.5 mmol) of potassium carbonate, and the mixture was refluxed for 5 hours at 100° C. The reaction mixture was cooled to room temperature and poured into 500 mL of ice water, and the resulting precipitates were collected. The collected precipitates were dissolved in 2M-HCl aqueous solution and washed with ether. The aqueous layer was neutra... Product: CNC(C)C\C=C\C1=CC=C2C(=N1)OC=N2 ((4E)-N-methyl-5-(5-oxazolo[5,4-b]pyridinyl)-4-penten-2-amine). Reaction SMILES: NC1C(O)=CC(Br)=CN=1.N.Br[C:12]1[N:17]=[C:16]2[O:18][CH:19]=[N:20][C:15]2=[CH:14][CH:13]=1.BrC1C=C2OC=NC2=NC=1.[CH3:31][N:32](C(OC(C)(C)C)=O)[CH:33]([CH2:35][CH:36]=[CH2:37])[CH3:34]>>[CH3:31][NH:32][CH:33]([CH2:35]/[CH:36]=[CH:37]/[C:12]1[N:17]=[C:16]2[O:18][CH:19]=[N:20][C:15]2=[CH:14][CH:13]=1)[CH3:34]. Reactants: NC1=NC=C(C=C1O)Br (2-amino-5-bromo-3-pyridinol), BrC=1C=C2C(=NC1)N=CO2 (6-bromooxazolo[4,5-b]pyridine), CN(C(C)CC=C)C(=O)OC(C)(C)C (N-methyl-N-(tert-butoxycarbonyl)-4-penten-2-amine), N (ammonia), BrC1=CC=C2C(=N1)OC=N2 (5-Bromooxazolo[5,4-b]pyridine). Procedure: In another example, 6-bromooxazolo[4,5-b]pyridine, when submitted sequentially to palladium catalyzed coupling to N-methyl-N-(tert-butoxycarbonyl)-4-penten-2-amine and deprotection with trifluoroacetic acid, gives (4E)-N-methyl-5-(6-oxazolo[4,5-b]pyridinyl)-4-penten-2-amine. The requisite 6-bromooxazolo[4,5-b]pyridine can be produced from 2-amino-5-bromo-3-pyridinol by condensation with formic acid or a trialkyl orthoformate, using methodology similar to that of M-C. Viaud et al., Heterocycles 4... Reactants: CCO, CC(C)(Cc1ccc(Cl)cc1)C1(C)OCC(CCl)O1, [I-], [K+], OCC1CCCNC1. The product is CC(C)(Cc1ccc(Cl)cc1)C1(C)OCC(CN2CCCC(CO)C2)O1. Reaction SMILES: [CH3:30][CH2:31][OH:32].[Cl:1][CH2:2][CH:3]1[O:4][C:5]([CH3:8])([C:9]([CH2:10][c:11]2[cH:12][cH:13][c:14]([Cl:17])[cH:15][cH:16]2)([CH3:18])[CH3:19])[O:6][CH2:7]1.[I-:29].[K+:28].[OH:20][CH2:21][CH:22]1[CH2:23][NH:24][CH2:25][CH2:26][CH2:27]1>>[CH2:2]([CH:3]1[O:4][C:5]([CH3:8])([C:9]([CH2:10][c:11]2[cH:12][cH:13][c:14]([Cl:17])[cH:15][cH:16]2)([CH3:18])[CH3:19])[O:6][CH2:7]1)[N:24]1[CH2:23][CH:22]([CH2:21][OH:20])[CH2:27][CH2:26][CH2:25]1. The reactants are CCS(=O)(=O)Cl, Cl, CN(C(=O)N(C)C1CN(C(=O)C2CCNCC2)CC1c1ccc(F)cc1)c1cc(C(F)(F)F)cc(C(F)(F)F)c1. The product is CCS(=O)(=O)N1CCC(C(=O)N2CC(c3ccc(F)cc3)C(N(C)C(=O)N(C)c3cc(C(F)(F)F)cc(C(F)(F)F)c3)C2)CC1. RXN SMILES: [CH2:42]([CH3:43])[S:44](=[O:45])(=[O:46])[Cl:47].[ClH:1].[F:2][C:3]([c:4]1[cH:5][c:6]([N:14]([C:15](=[O:16])[N:17]([CH3:18])[CH:19]2[CH2:20][N:21]([C:31](=[O:32])[CH:33]3[CH2:34][CH2:35][NH:36][CH2:37][CH2:38]3)[CH2:22][CH:23]2[c:24]2[cH:25][cH:26][c:27]([F:30])[cH:28][cH:29]2)[CH3:39])[cH:7][c:8]([C:10]([F:11])([F:12])[F:13])[cH:9]1)([F:40])[F:41]>>[F:2][C:3]([c:4]1[cH:5][c:6]([N:14]([C:15](=[O:16])[N:17]([CH3:18])[CH:19]2[CH2:20][N:21]([C:31](=[O:32])[CH:33]3[CH2:34][CH2:35][N:36]([S:44]([CH2:42][CH3:43])(=[O:45])=[O:46])[CH2:37][CH2:38]3)[CH2:22][CH:23]2[c:24]2[cH:25][cH:26][c:27]([F:30])[cH:28][cH:29]2)[CH3:39])[cH:7][c:8]([C:10]([F:11])([F:12])[F:13])[cH:9]1)([F:40])[F:41]. The reactants are ClC(c1ccccc1)(c1ccccc1)c1ccccc1, CN(C)c1ccncc1, CCOC(=O)C(=NOC1CC1)c1nsc(N)n1, c1ccncc1. Product: CCOC(=O)C(=NOC1CC1)c1nsc(NC(c2ccccc2)(c2ccccc2)c2ccccc2)n1. RXN SMILES: [C:18]([c:19]1[cH:20][cH:21][cH:22][cH:23][cH:24]1)([c:25]1[cH:26][cH:27][cH:28][cH:29][cH:30]1)([c:31]1[cH:32][cH:33][cH:34][cH:35][cH:36]1)[Cl:37].[CH3:38][N:39]([CH3:40])[c:41]1[cH:42][cH:43][n:44][cH:45][cH:46]1.[NH2:1][c:2]1[n:3][c:4]([C:7]([C:8](=[O:9])[O:10][CH2:11][CH3:12])=[N:13][O:14][CH:15]2[CH2:16][CH2:17]2)[n:5][s:6]1.[cH:47]1[cH:48][cH:49][n:50][cH:51][cH:52]1>>[NH:1]([c:2]1[n:3][c:4]([C:7]([C:8](=[O:9])[O:10][CH2:11][CH3:12])=[N:13][O:14][CH:15]2[CH2:16][CH2:17]2)[n:5][s:6]1)[C:18]([c:19]1[cH:20][cH:21][cH:22][cH:23][cH:24]1)([c:25]1[cH:26][cH:27][cH:28][cH:29][cH:30]1)[c:31]1[cH:32][cH:33][cH:34][cH:35][cH:36]1. Reactants: Cl (hydrochloric acid), C1COC2(CC3=CC[C@H]4[C@@H]5C[C@H]([C@@H]([C@@]5(C)CC=C4[C@]3(CC2)C)C(CCCOC2CCOCC2)=O)C)O1 (16α-Methyl-17β-(1-oxo-[4-tetrahydropyranyloxy]butyl)-androsta-5,9(11)-dien-3-one 3-ethylene ketal), C([O-])(O)=O.[K+] (potassium bicarbonate). The solvent is CC(=O)C (acetone). The product is C[C@H]1[C@@H]([C@]2(C)[C@@H](C1)[C@@H]1CCC3=CC(CC[C@]3(C)C1=CC2)=O)C(CCCO)=O (16α-methyl-17β-(1-oxo-[4-hydroxy]butyl)androsta-4,9(11)-dien-3-one). RXN SMILES: C1O[C:4]2([CH2:21][CH2:20][C@@:19]3([CH3:22])[C:6](=[CH:7][CH2:8][C@@H:9]4[C:18]3=[CH:17][CH2:16][C@@:14]3([CH3:15])[C@H:10]4[CH2:11][C@@H:12]([CH3:35])[C@@H:13]3[C:23](=[O:34])[CH2:24][CH2:25][CH2:26][O:27]C3CCOCC3)[CH2:5]2)[O:3]C1.Cl.C(=O)(O)[O-].[K+]>CC(C)=O>[CH3:35][C@@H:12]1[CH2:11][C@H:10]2[C@H:9]3[C:18](=[CH:17][CH2:16][C@:14]2([CH3:15])[C@H:13]1[C:23](=[O:34])[CH2:24][CH2:25][CH2:26][OH:27])[C@:19]1([CH3:22])[C:6](=[CH:5][C:4](=[O:3])[CH2:21][CH2:20]1)[CH2:7][CH2:8]3 |f:2.3|. Reported procedure: 16α-Methyl-17β-(1-oxo-[4-tetrahydropyranyloxy]butyl)-androsta-5,9(11)-dien-3-one 3-ethylene ketal, step (D), is dissolved in acetone (90 ml) and hydrochloric acid (1N, 10 ml) and allowed to stand at 20°-25° for several hours. Following addition of potassium bicarbonate (1N, 25 ml), the mixture is concentrated and extracted with ethyl acetate. The concentrate is chromatographed on silica gel eluting with acetone/methylene chloride. The appropriate fractions are pooled and concentrated to give 16α... Starting materials: C(CCC)OCCOC1=CC=C(C=C1)C=1C=CC2=C(C=C(CCN2CC2=CN(CS2)C)C(=O)OC)C1 (methyl 7-(4-butoxyethoxyphenyl)-1-[(3-methylthiazol-5-yl)methyl]-2,3-dihydro-1-benzazepine-4-carboxylate), Cl (hydrochloric acid), [OH-].[Na+] (sodium hydroxide), O (water). Solvent: O1CCCC1 (tetrahydrofuran), CO (methanol). Run at time 1 day. The product is C(CCC)OCCOC1=CC=C(C=C1)C=1C=CC2=C(C=C(CCN2CC2=CN(CS2)C)C(=O)O)C1 (7-(4-butoxyethoxyphenyl)-1-[(3-methylthiazol-5-yl)methyl]-2,3-dihydro-1-benzazepine-4-carboxylic acid). The yield is 73.9%. Reaction SMILES: [CH2:1]([O:5][CH2:6][CH2:7][O:8][C:9]1[CH:14]=[CH:13][C:12]([C:15]2[CH:16]=[CH:17][C:18]3[N:24]([CH2:25][C:26]4[S:30][CH2:29][N:28]([CH3:31])[CH:27]=4)[CH2:23][CH2:22][C:21]([C:32]([O:34]C)=[O:33])=[CH:20][C:19]=3[CH:36]=2)=[CH:11][CH:10]=1)[CH2:2][CH2:3][CH3:4].[OH-].[Na+].O.Cl>O1CCCC1.CO>[CH2:1]([O:5][CH2:6][CH2:7][O:8][C:9]1[CH:14]=[CH:13][C:12]([C:15]2[CH:16]=[CH:17][C:18]3[N:24]([CH2:25][C:26]4[S:30][CH2:29][N:28]([CH3:31])[CH:27]=4)[CH2:23][CH2:22][C:21]([C:32]([OH:34])=[O:33])=[CH:20][C:19]=3[CH:36]=2)=[CH:11][CH:10]=1)[CH2:2][CH2:3][CH3:4] |f:1.2|. Procedure details: To a solution of methyl 7-(4-butoxyethoxyphenyl)-1-[(3-methylthiazol-5-yl)methyl]-2,3-dihydro-1-benzazepine-4-carboxylate (640 mg) in a mixture of tetrahydrofuran (39 ml) and methanol (39 ml) was added 1N sodium hydroxide solution (13 ml), and the mixture was stirred at room temperature for 1 day. Then, to the mixture was added water at 0° C., and 1N hydrochloric acid was further added to neutral, and the mixture was extracted with ethyl acetate. The organic layer was washed with water and satur... The reactants are FC(C(=O)O)(F)F (trifluoroacetic acid), OC1=C(C(=O)NC2=C(C(=O)OC(C)(C)C)C=CC(=C2)C2=C(C=CC=C2)OC)C=C(C=C1)C=1C=NC=CC1 (tert-butyl 2-(2-hydroxy-5-(pyridin-3-yl)benzamido)-4-(2-methoxyphenyl)benzoate). Run at time 45 minute. Yields the product OC1=C(C(=O)NC2=C(C(=O)O)C=CC(=C2)C2=C(C=CC=C2)OC)C=C(C=C1)C=1C=NC=CC1 (2-(2-hydroxy-5-(pyridin-3-yl)benzamido)-4-(2-methoxyphenyl)benzoic acid). RXN SMILES: FC(F)(F)C(O)=O.[OH:8][C:9]1[CH:38]=[CH:37][C:36]([C:39]2[CH:40]=[N:41][CH:42]=[CH:43][CH:44]=2)=[CH:35][C:10]=1[C:11]([NH:13][C:14]1[CH:26]=[C:25]([C:27]2[CH:32]=[CH:31][CH:30]=[CH:29][C:28]=2[O:33][CH3:34])[CH:24]=[CH:23][C:15]=1[C:16]([O:18]C(C)(C)C)=[O:17])=[O:12]>>[OH:8][C:9]1[CH:38]=[CH:37][C:36]([C:39]2[CH:40]=[N:41][CH:42]=[CH:43][CH:44]=2)=[CH:35][C:10]=1[C:11]([NH:13][C:14]1[CH:26]=[C:25]([C:27]2[CH:32]=[CH:31][CH:30]=[CH:29][C:28]=2[O:33][CH3:34])[CH:24]=[CH:23][C:15]=1[C:16]([OH:18])=[O:17])=[O:12]. Reported procedure: A trifluoroacetic acid (4.0 mL) solution of the obtained tert-butyl 2-(2-hydroxy-5-(pyridin-3-yl)benzamido)-4-(2-methoxyphenyl)benzoate was stirred at room temperature for 2 hours. The solvent was evaporated under reduced pressure, and toluene was added to the residue. The solvent was evaporated under reduced pressure, and diisopropyl ether was added to the obtained residue. The solid substance was collected by filtration. Dioxane (2.0 mL) and a 2 mol/L aqueous solution of sodium hydroxide (0.49...